This data is from the Open Reaction Database (ORD), a public repository of structured organic reaction records. The task is: describe an organic reaction: reactants, conditions, products, and yield The reactants are CCC(C=O)NC(=O)OC(C)(C)C, C1CCOC1, [Li]CCCC, N#N, c1cnc2ncoc2c1. Yields the product CCC(NC(=O)OC(C)(C)C)C(O)c1nc2ncccc2o1. As a reaction SMILES: [C:17]([CH3:18])([CH3:19])([CH3:20])[O:21][C:22]([NH:23][CH:24]([CH2:25][CH3:26])[CH:27]=[O:28])=[O:29].[CH2:30]1[O:31][CH2:32][CH2:33][CH2:34]1.[CH3:10][CH2:11][CH2:12][CH2:13][Li:14].[N:15]#[N:16].[cH:1]1[cH:2][n:3][c:4]2[n:5][cH:6][o:7][c:8]2[cH:9]1>>[cH:1]1[cH:2][n:3][c:4]2[n:5][c:6]([CH:27]([CH:24]([NH:23][C:22]([O:21][C:17]([CH3:18])([CH3:19])[CH3:20])=[O:29])[CH2:25][CH3:26])[OH:28])[o:7][c:8]2[cH:9]1.